From a dataset of the Open Reaction Database (ORD), a public repository of structured organic reaction records. describe an organic reaction: reactants, conditions, products, and yield The reactants are COC1(c2ccc(Cl)c(Cc3ccc(OC(F)(F)F)cc3)c2)OC(C=O)C(OCc2ccccc2)C(OCc2ccccc2)C1OCc1ccccc1, C=O, C1COCCO1, [Na+], [OH-]. Yields the product COC1(c2ccc(Cl)c(Cc3ccc(OC(F)(F)F)cc3)c2)OC(C=O)(CO)C(OCc2ccccc2)C(OCc2ccccc2)C1OCc1ccccc1. RXN SMILES: [CH2:1]([c:2]1[cH:3][cH:4][cH:5][cH:6][cH:7]1)[O:8][CH:9]1[CH:10]([CH:52]=[O:53])[O:11][C:12]([O:31][CH3:32])([c:33]2[cH:34][c:35]([CH2:40][c:41]3[cH:42][cH:43][c:44]([O:47][C:48]([F:49])([F:50])[F:51])[cH:45][cH:46]3)[c:36]([Cl:39])[cH:37][cH:38]2)[CH:13]([O:23][CH2:24][c:25]2[cH:26][cH:27][cH:28][cH:29][cH:30]2)[CH:14]1[O:15][CH2:16][c:17]1[cH:18][cH:19][cH:20][cH:21][cH:22]1.[CH2:54]=[O:55].[CH2:58]1[O:59][CH2:60][CH2:61][O:62][CH2:63]1.[Na+:57].[OH-:56]>>[CH2:1]([c:2]1[cH:3][cH:4][cH:5][cH:6][cH:7]1)[O:8][CH:9]1[C:10]([CH:52]=[O:53])([CH2:54][OH:55])[O:11][C:12]([O:31][CH3:32])([c:33]2[cH:34][c:35]([CH2:40][c:41]3[cH:42][cH:43][c:44]([O:47][C:48]([F:49])([F:50])[F:51])[cH:45][cH:46]3)[c:36]([Cl:39])[cH:37][cH:38]2)[CH:13]([O:23][CH2:24][c:25]2[cH:26][cH:27][cH:28][cH:29][cH:30]2)[CH:14]1[O:15][CH2:16][c:17]1[cH:18][cH:19][cH:20][cH:21][cH:22]1. Starting materials: C1(=CC=C(C=C1)S(=O)(=O)[O-])C.C(C1=CC=CC=C1)C=1SC2=C([N+]1CC)C=CC=C2 (2-Benzyl-3-ethylbenzothiazolium p-toluenesulfonate), C(C)(=O)OC(C)=O (acetic anhydride), N1=CC=CC=C1 (pyridine). The solvent is O (water). Yields the product C(C)C1=CC=CC2=C1NC(S2)=C(C(=O)C)C2=CC=CC=C2 (Ethyl-2-(1-phenylacetonylidene)benzothiazoline). As a reaction SMILES: [C:1]1(C)C=CC(S([O-])(=O)=O)=C[CH:2]=1.[CH2:12]([C:19]1[S:20][C:21]2[CH:29]=[CH:28][CH:27]=[CH:26][C:22]=2[N+:23]=1CC)[C:13]1[CH:18]=[CH:17][CH:16]=[CH:15][CH:14]=1.[C:30](OC(=O)C)(=[O:32])[CH3:31].N1C=CC=CC=1>O>[CH2:1]([C:26]1[C:22]2[NH:23][C:19](=[C:12]([C:13]3[CH:14]=[CH:15][CH:16]=[CH:17][CH:18]=3)[C:30]([CH3:31])=[O:32])[S:20][C:21]=2[CH:29]=[CH:28][CH:27]=1)[CH3:2] |f:0.1|. Reported procedure: 2-Benzyl-3-ethylbenzothiazolium p-toluenesulfonate (34 g, 0.08 mol), acetic anhydride (8.9 g, 0.088 mol) and dry pyridine (100 ml) are heated at reflux for 15 min., cooled and diluted with 1 liter of water. The oil which separates becomes crystalline on stirring. It is collected on a filter and washed with water. Yield 22.8 g (97%).